This data is from the Open Reaction Database (ORD), a public repository of structured organic reaction records. The task is: describe an organic reaction: reactants, conditions, products, and yield The reactants are C(C)(C)C1(C(N=C2N1C(C1=CC=CC=C21)=O)=O)C (3-isopropyl-3-methyl-5H-imidazo[2,1-a]isoindole-2(3H),5-dione), CNC (dimethylamine). The solvent is O1CCCC1 (tetrahydrofuran). Reaction conditions: temperature 50 celsius, time 16 hour. Yields the product C(C)(C)C1(C(N=C(N1)C1=C(C(=O)N(C)C)C=CC=C1)=O)C (o-(5-isopropyl-5-methyl-4-oxo-2-imidazolin-2-yl)-N,N-dimethylbenzamide). Isolated yield 91.3%. As a reaction SMILES: [CH:1]([C:4]1([CH3:18])[N:8]2[C:9](=[O:16])[C:10]3[C:15]([C:7]2=[N:6][C:5]1=[O:17])=[CH:14][CH:13]=[CH:12][CH:11]=3)([CH3:3])[CH3:2].[CH3:19][NH:20][CH3:21]>O1CCCC1>[CH:1]([C:4]1([CH3:18])[NH:8][C:7]([C:15]2[CH:14]=[CH:13][CH:12]=[CH:11][C:10]=2[C:9]([N:20]([CH3:21])[CH3:19])=[O:16])=[N:6][C:5]1=[O:17])([CH3:2])[CH3:3]. Procedure: To a cold solution of 180 g of 3-isopropyl-3-methyl-5H-imidazo[2,1-a]isoindole-2(3H),5-dione in 300 ml of dry tetrahydrofuran in a pressure bottle is added 68 g of dimethylamine. The bottle is sealed and the mixture heated to 50° C. with stirring for 16 hours. The mixture is cooled, and the contents of the bottle transferred to a flask. The solvent is then removed in vacuo. The crystalline residue is then suspended in ether, filtered, washed with ether, and airdried to give 195 g of o-(5-isoprop...